This data is from the Open Reaction Database (ORD), a public repository of structured organic reaction records. The task is: describe an organic reaction: reactants, conditions, products, and yield The reactants are [Cr](=O)([O-])[O-] (chromite), [Cu] (copper), [Cu] (copper), [Cr](=O)(=O)([O-])[O-] (chromate). Yields the product [Cr](=O)(=O)([O-])[O-].[Cu+2] (copper chromate), [Cr](=O)([O-])[O-].[Cu+2] (copper chromite). Reaction SMILES: [Cu:1].[Cr:2]([O-:6])([O-:5])(=[O:4])=[O:3].[Cr:7]([O-:10])([O-:9])=[O:8]>>[Cr:2]([O-:6])([O-:5])(=[O:4])=[O:3].[Cu+2:1].[Cr:7]([O-:10])([O-:9])=[O:8].[Cu+2:1] |f:3.4,5.6|. Procedure: A passivating film 46 is then formed on top of the deposited copper layer 44 by depositing one of either a chromate or chromite on the deposited copper layer and forming a respective copper chromate or copper chromite composition. The passivating layer deposition could be formed by passing the wafer through a heating oven and depositing the chromite or chromate onto the deposited copper layer 44. It is also possible to use other techniques, even a wet technique. The semiconductor wafer and assoc... The reactants are O (water), HFPO dimer peroxide, FC(=C(F)F)F (tetrafluoroethylene), FC(=C(C(C(C(F)(F)F)(F)F)(F)F)F)OC(=C(F)C(C(C(F)(F)F)(F)F)(F)F)F (perfluoropropylvinyl ether). Run in FC1(C(CC1)(F)F)F (1,1,2,2-tetrafluorocyclobutane). Yields the product FC1(C(CC1)(F)F)F.O (1,1,2,2-Tetrafluorocyclobutane H2O). Yield: 2487.2%. RXN SMILES: O.FC([O:16]C(F)=[C:18]([C:20]([F:29])([F:28])[C:21]([F:27])([F:26])[C:22](F)(F)F)F)=C(F)C(F)(F)C(F)(F)C(F)(F)F.FC(F)=C(F)F>FC1(F)CCC1(F)F>[F:29][C:20]1([F:28])[CH2:18][CH2:22][C:21]1([F:26])[F:27].[OH2:16] |f:4.5|. Reported procedure: A 400-mL pressure vessel was loaded with 100 mL of deionized water. The pressure vessel was then chilled and maintained around -20° C. while further loading with 5 mL of 0.05M HFPO dimer peroxide in 1,1,2,2-tetrafluorocyclobutane, pulling the air off with a vacuum pump, adding 5 g of perfluoropropylvinyl ether, and finally adding 50 g of tetrafluoroethylene. Polymerization set in during warm up, first pressure drop occurring above 20° C. The pressure thereafter dropped, falling to 43 psi three t...